Task: describe an organic reaction: reactants, conditions, products, and yield. Dataset: the Open Reaction Database (ORD), a public repository of structured organic reaction records Reactants: CCOC(C)=O, CCCCCCC, O=C(c1cnccc1Oc1cc(Cl)ccc1Cl)N1CCCc2ccccc21, Fc1cc2c(cc1Cl)N(C1CC1)CCN2. Product: O=C(c1cnccc1Oc1cc(Cl)ccc1Cl)N1CCN(C2CC2)c2cc(Cl)c(F)cc21. Reaction SMILES: [C:43]([O:44][CH2:45][CH3:46])(=[O:47])[CH3:48].[CH3:49][CH2:50][CH2:51][CH2:52][CH2:53][CH2:54][CH3:55].[Cl:1][c:2]1[c:3]([O:4][c:5]2[c:6]([C:11](=[O:12])[N:13]3[c:14]4[c:15]([cH:16][cH:17][cH:18][cH:19]4)[CH2:20][CH2:21][CH2:22]3)[cH:7][n:8][cH:9][cH:10]2)[cH:23][c:24]([Cl:27])[cH:25][cH:26]1.[Cl:28][c:29]1[c:30]([F:42])[cH:31][c:32]2[c:37]([cH:38]1)[N:36]([CH:39]1[CH2:40][CH2:41]1)[CH2:35][CH2:34][NH:33]2>>[Cl:1][c:2]1[c:3]([O:4][c:5]2[c:6]([C:11](=[O:12])[N:33]3[c:32]4[cH:31][c:30]([F:42])[c:29]([Cl:28])[cH:38][c:37]4[N:36]([CH:39]4[CH2:40][CH2:41]4)[CH2:35][CH2:34]3)[cH:7][n:8][cH:9][cH:10]2)[cH:23][c:24]([Cl:27])[cH:25][cH:26]1. Reactants: O=C1CCC(=O)N1Br, CC(C)(C)O, C=Cc1ccc(CC)cn1, [K], O=Cc1ccc(O)cc1. The product is CCc1ccc(C(O)COc2ccc(C=O)cc2)nc1. Reaction SMILES: [Br:11][N:12]1[C:13](=[O:15])[CH2:16][CH2:17][C:18]1=[O:14].[C:29]([OH:30])([CH3:31])([CH3:32])[CH3:33].[CH2:1]([CH3:2])[c:3]1[cH:4][cH:5][c:6]([CH:9]=[CH2:10])[n:7][cH:8]1.[K:19].[OH:20][c:21]1[cH:22][cH:23][c:24]([CH:25]=[O:26])[cH:27][cH:28]1>>[CH2:1]([CH3:2])[c:3]1[cH:4][cH:5][c:6]([CH:9]([CH2:10][O:20][c:21]2[cH:22][cH:23][c:24]([CH:25]=[O:26])[cH:27][cH:28]2)[OH:14])[n:7][cH:8]1. Starting materials: C(C)C1=NNC=C1C1CCN(CC1)C(=O)OC(C)(C)C (3-Ethyl-4-(N-t-butoxycarbonylpiperid4-yl)-1H-pyrazole), C(C)SC1=CC=C(CCl)C=C1 (4-(Ethylthio)benzyl chloride), C(C)SC1=CC=C(CCl)C=C1 (4-(Ethylthio)benzyl chloride), [H-].[Na+] (sodium hydride). Run in CN(C)C=O (DMF), CN(C)C=O (DMF). Reaction conditions: time 14 hour. Product: C(C)C1=NN(C=C1C1CCN(CC1)C(=O)OC(C)(C)C)CC1=CC=C(C=C1)SC (tert-Butyl 4-{3-ethyl-1-[4-(methylthio)benzyl]-1H-pyrazol-4-yl }-piperidine-1-carboxylate). As a reaction SMILES: [CH2:1]([C:3]1[C:7]([CH:8]2[CH2:13][CH2:12][N:11]([C:14]([O:16][C:17]([CH3:20])([CH3:19])[CH3:18])=[O:15])[CH2:10][CH2:9]2)=[CH:6][NH:5][N:4]=1)[CH3:2].[H-].[Na+].[CH2:23]([S:25][C:26]1[CH:33]=[CH:32][C:29]([CH2:30]Cl)=[CH:28][CH:27]=1)C>CN(C=O)C>[CH2:1]([C:3]1[C:7]([CH:8]2[CH2:13][CH2:12][N:11]([C:14]([O:16][C:17]([CH3:19])([CH3:18])[CH3:20])=[O:15])[CH2:10][CH2:9]2)=[CH:6][N:5]([CH2:30][C:29]2[CH:32]=[CH:33][C:26]([S:25][CH3:23])=[CH:27][CH:28]=2)[N:4]=1)[CH3:2] |f:1.2|. Reported procedure: A solution of 3-ethyl-4-(N-t-butoxycarbonylpiperid-4-yl)-1H-pyrazole (0.83 g, 2.97 mmol, from Step B) in 4 mL DMF was cooled to 0° C. and sodium hydride (155 mg, 3.87 mmol, 60% dispersion in mineral oil) was added cautiously. The mixture was warmed to rt and 4-(ethylthio)benzyl chloride (crude material from Step C) in 6 mL DMF was added. The mixture was stirred for 14 h. The mixture was concentrated and the residue was taken up in methylene chloride. The solution was washed with water and sat'd ... Reactants: CC(=O)OCCCl, [H-], O=C1CCc2ccccc2N1, [Na+], CN(C)C=O. The product is CC(=O)OCCN1C(=O)CCc2ccccc21. Reaction SMILES: [C:14]([CH3:15])(=[O:16])[O:17][CH2:18][CH2:19][Cl:20].[H-:1].[NH:3]1[C:4](=[O:13])[CH2:5][CH2:6][c:7]2[cH:8][cH:9][cH:10][cH:11][c:12]21.[Na+:2].[O:21]=[CH:22][N:23]([CH3:24])[CH3:25]>>[N:3]1([CH2:19][CH2:18][O:17][C:14]([CH3:15])=[O:16])[C:4](=[O:13])[CH2:5][CH2:6][c:7]2[cH:8][cH:9][cH:10][cH:11][c:12]21. Starting materials: BrC=1C=CC(=C(C=O)C1)O (5-bromo-2-hydroxy-benzaldehyde), C(=O)([O-])[O-].[K+].[K+] (K2CO3), COC(C(COS(=O)(=O)C1=CC=C(C=C1)C)(C)C)=O (2,2-dimethyl-3-(toluene-4-sulfonyloxy)-propionic acid methyl ester). Run in CN(C)C=O (DMF). Reaction conditions: temperature 140 celsius. The product is COC(C(COC1=C(C=C(C=C1)Br)C=O)(C)C)=O (3-(4-bromo-2-formyl-phenoxy)-2,2-dimethyl-propionic acid methyl ester). Yield: 85.7%. As a reaction SMILES: [Br:1][C:2]1[CH:3]=[CH:4][C:5]([OH:10])=[C:6]([CH:9]=1)[CH:7]=[O:8].C([O-])([O-])=O.[K+].[K+].[CH3:17][O:18][C:19](=[O:35])[C:20]([CH3:34])([CH3:33])[CH2:21]OS(C1C=CC(C)=CC=1)(=O)=O>CN(C=O)C>[CH3:17][O:18][C:19](=[O:35])[C:20]([CH3:34])([CH3:33])[CH2:21][O:10][C:5]1[CH:4]=[CH:3][C:2]([Br:1])=[CH:9][C:6]=1[CH:7]=[O:8] |f:1.2.3|. Procedure: To a mixture of 5-bromo-2-hydroxy-benzaldehyde (4 g, 20 mmol), KI (1 g) and K2CO3 (4 g, 29 mmol) in DMF (10 mL) was added 2,2-dimethyl-3-(toluene-4-sulfonyloxy)-propionic acid methyl ester (6.9 g, 24 mmol). The mixture was heated at 140° C. for 2 h, and then cooled to room temperature, partitioned between water and ethyl acetate. The organic layer was washed with water (3×), dried over anhydrous Na2SO4 and concentrated. The residue was purified by column chromatography to give the title compound... The product is C(C)(C)(C)OC(=O)CN1C(C(CN(C2=C1C=CC=C2)C(=O)C2CCCCC2)NC(=O)OCC2=CC=CC=C2)=O (1-tert-butoxycarbonylmethyl-2-oxo-3-benzyloxycarbonylamino-5-cyclohexylcarbonyl-1,3,4,5-tetrahydro-2H-1,5-benzodiazepine). Starting materials: O=C1C(CN(C2=C(N1)C=CC=C2)C(=O)C2CCCCC2)NC(=O)OCC2=CC=CC=C2 (2-oxo-3-benzyloxycarbonylamino-5-cyclohexylcarbonyl-1,3,4,5-tetrahydro-2H-1,5-benzodiazepine), [H-].[Na+] (sodium hydride), BrCC(=O)OC(C)(C)C (tert-butyl bromoacetate). Reported procedure: Under ice-cooling, 2-oxo-3-benzyloxycarbonylamino-5-cyclohexylcarbonyl-1,3,4,5-tetrahydro-2H-1,5-benzodiazepine (800 mg) was added to a suspension of 60% sodium hydride (152 mg) in tetrahydrofuran (50 ml), the mixture was stirred at room temperature for one hour. Subsequently, tert-butyl bromoacetate (390 mg) was added and stirred at room temperature for one hour. The reaction mixture was concentrated under reduced pressure, Water was added to the residue and extracted with methylene chloride. T... Yield: 63.0%. RXN SMILES: [O:1]=[C:2]1[NH:8][C:7]2[CH:9]=[CH:10][CH:11]=[CH:12][C:6]=2[N:5]([C:13]([CH:15]2[CH2:20][CH2:19][CH2:18][CH2:17][CH2:16]2)=[O:14])[CH2:4][CH:3]1[NH:21][C:22]([O:24][CH2:25][C:26]1[CH:31]=[CH:30][CH:29]=[CH:28][CH:27]=1)=[O:23].[H-].[Na+].Br[CH2:35][C:36]([O:38][C:39]([CH3:42])([CH3:41])[CH3:40])=[O:37]>O1CCCC1>[C:39]([O:38][C:36]([CH2:35][N:8]1[C:7]2[CH:9]=[CH:10][CH:11]=[CH:12][C:6]=2[N:5]([C:13]([CH:15]2[CH2:16][CH2:17][CH2:18][CH2:19][CH2:20]2)=[O:14])[CH2:4][CH:3]([NH:21][C:22]([O:24][CH2:25][C:26]2[CH:27]=[CH:28][CH:29]=[CH:30][CH:31]=2)=[O:23])[C:2]1=[O:1])=[O:37])([CH3:42])([CH3:41])[CH3:40] |f:1.2|. Conditions: time 1 hour. Run in O1CCCC1 (tetrahydrofuran). Reactants: C(C)(=O)OCCCS(=O)(=O)N (3-(aminosulfonyl)propyl acetate), C(C)(C)(C)OC(=O)N(CCNC1=CC=C(C=C1)C1=CC(=C(C=C1)C(=O)O)OCC(C)C)C[C@H](O)C1=CC(=CC=C1)Cl (4′-[[2-[(tert-butoxycarbonyl)[(2R)-2-(3-chlorophenyl)-2-hydroxyethyl]amino]ethyl]amino]-3-isobutoxy-4-biphenylcarboxylic acid), C(=O)(N1C=NC=C1)N1C=NC=C1 (1,1′-carbonylbis-1H-imidazole), N=1CCCN2C1CCCCC2 (2,3,4,6,7,8,9,10-octahydropyrimido-[1,2-a]azepine). The solvent is CN(C=O)C (N,N-dimethylformamide), CN(C=O)C (N,N-dimethylformamide). Reaction conditions: time 1.5 hour. Yields the product C(C)(=O)OCCCS(=O)(=O)NC(=O)C1=C(C=C(C=C1)C1=CC=C(C=C1)NCCN(C[C@H](O)C1=CC(=CC=C1)Cl)C(=O)OC(C)(C)C)OCC(C)C (3-[[[[4′-[[2-[(tert-butoxycarbonyl)[(2R)-2-(3-chlorophenyl)-2-hydroxyethyl]amino]ethyl]amino]-3-isobutoxy-4-biphenylyl]carbonyl]amino]sulfonyl]propyl acetate). The yield is 44.4%. Reaction SMILES: [C:1]([O:5][C:6]([N:8]([CH2:32][C@@H:33]([C:35]1[CH:40]=[CH:39][CH:38]=[C:37]([Cl:41])[CH:36]=1)[OH:34])[CH2:9][CH2:10][NH:11][C:12]1[CH:17]=[CH:16][C:15]([C:18]2[CH:23]=[CH:22][C:21]([C:24]([OH:26])=O)=[C:20]([O:27][CH2:28][CH:29]([CH3:31])[CH3:30])[CH:19]=2)=[CH:14][CH:13]=1)=[O:7])([CH3:4])([CH3:3])[CH3:2].C(N1C=CN=C1)(N1C=CN=C1)=O.N1CCCN2CCCCCC=12.[C:65]([O:68][CH2:69][CH2:70][CH2:71][S:72]([NH2:75])(=[O:74])=[O:73])(=[O:67])[CH3:66]>CN(C)C=O>[C:65]([O:68][CH2:69][CH2:70][CH2:71][S:72]([NH:75][C:24]([C:21]1[CH:22]=[CH:23][C:18]([C:15]2[CH:14]=[CH:13][C:12]([NH:11][CH2:10][CH2:9][N:8]([C:6]([O:5][C:1]([CH3:2])([CH3:3])[CH3:4])=[O:7])[CH2:32][C@@H:33]([C:35]3[CH:40]=[CH:39][CH:38]=[C:37]([Cl:41])[CH:36]=3)[OH:34])=[CH:17][CH:16]=2)=[CH:19][C:20]=1[O:27][CH2:28][CH:29]([CH3:30])[CH3:31])=[O:26])(=[O:73])=[O:74])(=[O:67])[CH3:66]. Procedure: To a solution of 4′-[[2-[(tert-butoxycarbonyl)[(2R)-2-(3-chlorophenyl)-2-hydroxyethyl]amino]ethyl]amino]-3-isobutoxy-4-biphenylcarboxylic acid (60.0 mg) in N,N-dimethylformamide (0.450 ml) was added 1,1′-carbonylbis-1H-imidazole (18.3 mg) and the mixture was stirred at room temperature for 1.5 hours under nitrogen atmosphere. To the mixture were added 2,3,4,6,7,8,9,10-octahydropyrimido-[1,2-a]azepine (0.0185 ml) and a solution of 3-(aminosulfonyl)propyl acetate (22.4 mg) in N,N-dimethylformamide... Solvent: CN(C=O)C (dimethylformamide). The reactants are C(C)OC=1C=C(CC=2C(=NC(=NC2)N)N)C=C(C1I)O (5-(3-Ethoxy-5-hydroxy-4-iodo-benzyl)-pyrimidine-2,4-diamine), CC(C)(C)[O-].[K+] (potassium tert-butylate), CC(C)S(=O)(=O)Cl (Propane-2-sulphonyl chloride). Run at time 1 hour. Reaction SMILES: [CH2:1]([O:3][C:4]1[CH:5]=[C:6]([CH:16]=[C:17]([OH:20])[C:18]=1I)[CH2:7][C:8]1[C:9]([NH2:15])=[N:10][C:11]([NH2:14])=[N:12][CH:13]=1)[CH3:2].C[C:22]([O-])([CH3:24])[CH3:23].[K+].[CH3:27][CH:28]([S:30](Cl)(=[O:32])=[O:31])[CH3:29]>CN(C)C=O>[NH2:14][C:11]1[N:10]=[C:9]([NH2:15])[C:8]([CH2:7][C:6]2[CH:5]=[C:4]([O:3][CH2:1][CH3:2])[C:18]([C:8]3[CH:9]=[N:10][C:22]([CH3:23])=[CH:24][CH:7]=3)=[C:17]([O:20][S:30]([CH:28]([CH3:29])[CH3:27])(=[O:32])=[O:31])[CH:16]=2)=[CH:13][N:12]=1 |f:1.2|. Yields the product NC1=NC=C(C(=N1)N)CC=1C=C(C(=C(C1)OS(=O)(=O)C(C)C)C=1C=NC(=CC1)C)OCC (Propane-2-sulphonic acid 5-(2,4-diamino-pyrimidin-5-ylmethyl)-3-ethoxy-2-(6-methyl-pyridin-3-yl)-phenyl ester). Reported procedure: 5-(3-Ethoxy-5-hydroxy-4-iodo-benzyl)-pyrimidine-2,4-diamine (see example 32 stage a)) (5.9 g; 15.28 mmol) is dissolved in dimethylformamide (150 ml), and potassium tert-butylate (2.57 g; 22.92 mmol) is added. Propane-2-sulphonyl chloride (2.56 ml; 22.92 mmol) is added at 0° C. The mixture is then stirred for one hour at room temperature. The reaction mixture is evaporated and the residue is chromatographed over silica gel with methylene chloride/methanol (19/1) and 0.5% ammonia. The pure fractio... The reactants are Br (hydrobromic acid), NS(=O)(=O)C1=CC=C(C=C1)CC(=O)C1=CC=CC=C1 (2-(4-aminosulfonylphenyl)-1-phenylethanone), BrBr (bromine). Run in C(C)(=O)O (acetic acid), C(C)(=O)O (acetic acid). Yields the product NS(=O)(=O)C1=CC=C(C=C1)C(C(=O)C1=CC=CC=C1)Br (2-(4-Aminosulfonylphenyl)-2-bromo-1-phenylethanone). Isolated yield 80.0%. Reaction SMILES: [NH2:1][S:2]([C:5]1[CH:10]=[CH:9][C:8]([CH2:11][C:12]([C:14]2[CH:19]=[CH:18][CH:17]=[CH:16][CH:15]=2)=[O:13])=[CH:7][CH:6]=1)(=[O:4])=[O:3].[BrH:20].BrBr>C(O)(=O)C>[NH2:1][S:2]([C:5]1[CH:6]=[CH:7][C:8]([CH:11]([Br:20])[C:12]([C:14]2[CH:15]=[CH:16][CH:17]=[CH:18][CH:19]=2)=[O:13])=[CH:9][CH:10]=1)(=[O:3])=[O:4]. Procedure details: To a mixture of 14.4 g (52 mmol) of 2-(4-aminosulfonylphenyl)-1-phenylethanone in 240 mL of glacial acetic acid stirred under nitrogen, a solution of 24 mL of hydrobromic acid in glacial acetic acid (33%) was added. To the reaction mixture was added slowly 8.4 g (52 mmol) of bromine. It was stirred at room temperature until complete loss of the colour. After concentration, the resulting residue was dissolved in ethyl acetate (500 mL). The organic layer was washed twice with 5% aqueous sodium bic...